From a dataset of the Open Reaction Database (ORD), a public repository of structured organic reaction records. describe an organic reaction: reactants, conditions, products, and yield Reactants: OC1OC(C2=C(C=CC=C12)C(F)(F)F)=O ((±)-3-hydroxy-7-(trifluoromethyl)isobenzofuran-1 (3H)-one), C([O-])([O-])=O.[K+].[K+] (potassium carbonate), Cl (HCl), IC (iodomethane). Run in CN(C)C=O (DMF), O (water). Reaction conditions: time 18 hour. The product is C(=O)C1=C(C(=O)OC)C(=CC=C1)C(F)(F)F (Methyl 2-formyl-6-(trifluoromethyl)benzoate). The yield is 89.0%. RXN SMILES: [OH:1][CH:2]1[C:10]2[C:5](=[C:6]([C:11]([F:14])([F:13])[F:12])[CH:7]=[CH:8][CH:9]=2)[C:4](=[O:15])[O:3]1.[C:16](=O)([O-])[O-].[K+].[K+].IC.Cl>CN(C=O)C.O>[CH:2]([C:10]1[CH:9]=[CH:8][CH:7]=[C:6]([C:11]([F:14])([F:13])[F:12])[C:5]=1[C:4]([O:3][CH3:16])=[O:15])=[O:1] |f:1.2.3|. Procedure: To a solution of (±)-3-hydroxy-7-(trifluoromethyl)isobenzofuran-1 (3H)-one, from Example 1, Part B, (3.31 g, 15.2 mmol) in 20 mL of DMF was added potassium carbonate (4.2 g, 30.4 mmol) followed by iodomethane (1.04 mL, 16.7 mmol). The resulting mixture was allowed to stir at ambient temperature for 18 h. The reaction was cooled to 0° C. and carefully acidified with 6N HCl, diluted with water and extracted with EtOAc. The organics were washed with sat'd aq NaHCO3 and brine, dried (MgSO4), filtere... Reactants: C(C1=CC=CC=C1)Br (benzyl bromide), resultant mixture, OCC1CC(CCC1)O (3-hydroxymethylcyclohexanol), ice water, [H-].[Na+] (Sodium hydride). Solvent: CCCCCC (n-hexane), CN(C=O)C (dimethylformamide). Reaction conditions: time 5 hour. The product is C(C1=CC=CC=C1)OCC1CC(CCC1)O (3-benzyloxymethylcyclohexanol). Yield: 56.4%. RXN SMILES: [H-].[Na+].[OH:3][CH2:4][CH:5]1[CH2:10][CH2:9][CH2:8][CH:7]([OH:11])[CH2:6]1.[CH2:12](Br)[C:13]1[CH:18]=[CH:17][CH:16]=[CH:15][CH:14]=1>CCCCCC.CN(C)C=O>[CH2:12]([O:3][CH2:4][CH:5]1[CH2:10][CH2:9][CH2:8][CH:7]([OH:11])[CH2:6]1)[C:13]1[CH:18]=[CH:17][CH:16]=[CH:15][CH:14]=1 |f:0.1|. Procedure details: 50% Sodium hydride (5.77 g; 120 mmol) is washed with n-hexane, and dimethylformamide (50 ml) is added thereto. To the resultant mixture, 3-hydroxymethylcyclohexanol (9) (10.0 g; 76.8 mmol) is dropwise added under ice-cooling, and then benzyl bromide (13.15 g; 76.8 mmol) is dropwise added thereto under ice-cooling. The resulting mixture is stirred at a temperature of 0° to 10° C. for 5 hours. The reaction mixture is poured into ice-water, extracted with toluene. The organic layer is washed with w...